Task: describe an organic reaction: reactants, conditions, products, and yield. Dataset: the Open Reaction Database (ORD), a public repository of structured organic reaction records Reactants: C(O)([O-])=O.[Na+] (sodium hydrogen carbonate), NC1=C(C(=O)OC(C)(C)C)C=CC(=C1)CCC1=CC=CC=C1 (tert-butyl 2-amino-4-phenethylbenzoate), C(C(=O)Cl)(=O)Cl (oxalyl chloride), ClC=1C=C(C(=O)O)C=C(C1)Cl (3,5-dichlorobenzoic acid). The solvent is C(C)N(CC)CC (triethylamine), C(Cl)Cl (methylene chloride), CN(C=O)C (N,N-dimethylformamide), C(Cl)Cl (methylene chloride). Conditions: time 1 hour. Product: ClC=1C=C(C(=O)NC2=C(C(=O)OC(C)(C)C)C=CC(=C2)CCC2=CC=CC=C2)C=C(C1)Cl (tert-butyl 2-(3,5-dichlorobenzamido)-4-phenethylbenzoate). RXN SMILES: C(Cl)(=O)C(Cl)=O.[Cl:7][C:8]1[CH:9]=[C:10]([CH:14]=[C:15]([Cl:17])[CH:16]=1)[C:11]([OH:13])=O.[NH2:18][C:19]1[CH:31]=[C:30]([CH2:32][CH2:33][C:34]2[CH:39]=[CH:38][CH:37]=[CH:36][CH:35]=2)[CH:29]=[CH:28][C:20]=1[C:21]([O:23][C:24]([CH3:27])([CH3:26])[CH3:25])=[O:22].C(=O)([O-])O.[Na+]>C(N(CC)CC)C.C(Cl)Cl.CN(C)C=O>[Cl:17][C:15]1[CH:14]=[C:10]([CH:9]=[C:8]([Cl:7])[CH:16]=1)[C:11]([NH:18][C:19]1[CH:31]=[C:30]([CH2:32][CH2:33][C:34]2[CH:35]=[CH:36][CH:37]=[CH:38][CH:39]=2)[CH:29]=[CH:28][C:20]=1[C:21]([O:23][C:24]([CH3:27])([CH3:26])[CH3:25])=[O:22])=[O:13] |f:3.4|. Procedure details: 2.0 mL of methylene chloride, 2.7 μL of N,N-dimethylformamide and 0.061 mL of oxalyl chloride were sequentially added to 0.13 g of 3,5-dichlorobenzoic acid at room temperature and stirred at the same temperature for 1 hour. The reaction mixture was added to a mixed solution of 3.0 mL of methylene chloride and 0.45 mL of triethylamine containing 60 mg of tert-butyl 2-amino-4-phenethylbenzoate at room temperature and stirred at the same temperature for 1 hour. A saturated sodium hydrogen carbonate... Starting materials: C1(=CC=CC=C1)C1CCNCC1 (4-phenylpiperidine), ClC(C#N)C (chloropropionitrile). Yields the product Cl.C1(=CC=CC=C1)C1CCN(CC1)CCCN (4-Phenyl-1-piperidinepropanamine, hydrochloride). As a reaction SMILES: [C:1]1([CH:7]2[CH2:12][CH2:11][NH:10][CH2:9][CH2:8]2)[CH:6]=[CH:5][CH:4]=[CH:3][CH:2]=1.[Cl:13][CH:14]([CH3:17])[C:15]#[N:16]>>[ClH:13].[C:1]1([CH:7]2[CH2:8][CH2:9][N:10]([CH2:17][CH2:14][CH2:15][NH2:16])[CH2:11][CH2:12]2)[CH:6]=[CH:5][CH:4]=[CH:3][CH:2]=1 |f:2.3|. Procedure details: The above compound is prepared as described in Example 1A and B except that 4-phenylpiperidine is employed in place of 4-phenyl-1,2,3,6-tetrahydropyridine and chloropropionitrile is used in place of 4-bromobutyronitrile. Reactants: CN(c1ccc2c(c1)nc(N(C(=O)OC(C)(C)C)c1ccccc1)n2C)c1ccnc(Cl)n1, CCO, Cl, Nc1cccc(S(N)(=O)=O)c1. Product: CN(c1ccc2c(c1)nc(N(C(=O)OC(C)(C)C)c1ccccc1)n2C)c1ccnc(Nc2cccc(S(N)(=O)=O)c2)n1, Cl. Reaction SMILES: [C:1]([CH3:2])([CH3:3])([CH3:4])[O:5][C:6]([N:7]([c:8]1[cH:9][cH:10][cH:11][cH:12][cH:13]1)[c:14]1[n:15][c:16]2[c:17]([n:18]1[CH3:19])[cH:20][cH:21][c:22]([N:24]([CH3:25])[c:26]1[n:27][c:28]([Cl:32])[n:29][cH:30][cH:31]1)[cH:23]2)=[O:33].[CH3:46][CH2:47][OH:48].[ClH:45].[NH2:34][c:35]1[cH:36][c:37]([S:41](=[O:42])(=[O:43])[NH2:44])[cH:38][cH:39][cH:40]1>>[C:1]([CH3:2])([CH3:3])([CH3:4])[O:5][C:6]([N:7]([c:8]1[cH:9][cH:10][cH:11][cH:12][cH:13]1)[c:14]1[n:15][c:16]2[c:17]([n:18]1[CH3:19])[cH:20][cH:21][c:22]([N:24]([CH3:25])[c:26]1[n:27][c:28]([NH:34][c:35]3[cH:36][c:37]([S:41](=[O:42])(=[O:43])[NH2:44])[cH:38][cH:39][cH:40]3)[n:29][cH:30][cH:31]1)[cH:23]2)=[O:33].[ClH:32]. Reactants: ClC=1C(=NC=C(C(=O)O)C1)Cl (5,6-dichloronicotinic acid), CHCl2 CH3OH, C[Si](C)(C)C=[N+]=[N-] ((trimethylsilyl)diazomethane). Run at time 30 minute. Product: ClC=1C(=NC=C(C(=O)OC)C1)Cl (Methyl 5,6-dichloronicotinate). Isolated yield 80.2%. As a reaction SMILES: [Cl:1][C:2]1[C:3]([Cl:11])=[N:4][CH:5]=[C:6]([CH:10]=1)[C:7]([OH:9])=[O:8].[CH3:12][Si](C=[N+]=[N-])(C)C>>[Cl:1][C:2]1[C:3]([Cl:11])=[N:4][CH:5]=[C:6]([CH:10]=1)[C:7]([O:9][CH3:12])=[O:8]. Procedure: To a solution of 2.15 g (11.2 mmol) of 5,6-dichloronicotinic acid in 10 mL of v:v 1:1 CHCl2/CH3OH at rt was added dropwise 8.4 mL (16.8 mmol) of (trimethylsilyl)diazomethane (2.0 M in hexanes). The mixture was stirred at rt for 30 min and then concentrated. Chromatography on a Biotage 40M cartridge using 1:19 v/v EtOAc/hexanes as the eluant gave 1.85 g of the title compound: 1H NMR (500 MHz, CDCl3) δ 3.98 (s, 3H), 8.35 (d, J=1.8, 1H), 8.88 (d, J=1.8, 1H).